Dataset: the Open Reaction Database (ORD), a public repository of structured organic reaction records. Task: describe an organic reaction: reactants, conditions, products, and yield The reactants are C1(=CC=CC=C1)CCC(C(=O)O)=O (4-phenyl-2-oxobutyric acid), N[C@@H](C)C(=O)N1[C@H](C(=O)O)CCC1 (L-alanyl-L-proline), C(#N)[BH3-].[Na+] (sodium cyanoborohydride). The solvent is O (water). The product is C(=O)(O)C(CCC1=CC=CC=C1)N[C@@H](C)C(=O)N1[C@H](C(=O)O)CCC1 (N-(1-carboxy-3-phenylpropyl)-L-alanyl-L-proline). Reaction SMILES: [C:1]1([CH2:7][CH2:8][C:9](=O)[C:10]([OH:12])=[O:11])[CH:6]=[CH:5][CH:4]=[CH:3][CH:2]=1.[NH2:14][C@H:15]([C:17]([N:19]1[CH2:26][CH2:25][CH2:24][C@H:20]1[C:21]([OH:23])=[O:22])=[O:18])[CH3:16].C([BH3-])#N.[Na+]>O>[C:10]([CH:9]([NH:14][C@H:15]([C:17]([N:19]1[CH2:26][CH2:25][CH2:24][C@H:20]1[C:21]([OH:23])=[O:22])=[O:18])[CH3:16])[CH2:8][CH2:7][C:1]1[CH:6]=[CH:5][CH:4]=[CH:3][CH:2]=1)([OH:12])=[O:11] |f:2.3|. Procedure: A mixture of 4-phenyl-2-oxobutyric acid (1.49 g) and L-alanyl-L-proline (0.31 g) in water are adjusted to pH 7.5 with caustic and treated with sodium cyanoborohydride (0.32 g) overnight. The product is absorbed on strong acid ion exchange resin and eluted with 2% pyridine in water to give 0.36 g of crude diastereomeric product, N-(1-carboxy-3-phenylpropyl)-L-alanyl-L-proline. A portion is purified by gel filtration (LH-20) for spectrographic analysis. The nmr spectrum in DMSO shows aromatic hydr... The reactants are O (water), ClC1=NC(=C(C(=C1C#N)C1=CC=C(C=C1)OCCO)C#N)SCC=1N=C(SC1)C1=CC=C(C=C1)Cl (2-Chloro-6-({(2-(4-chlorophenyl)-1,3-thiazol-4-yl)methyl}sulfanyl)-4-(4-(2-hydroxyethoxy)phenyl)pyridine-3,5-dicarbonitrile), C(C)N (ethylamine), C(C)N (ethylamine). Run in C1CCOC1 (THF). Conditions: time 2 hour. Yields the product ClC1=CC=C(C=C1)C=1SC=C(N1)CSC1=NC(=C(C(=C1C#N)C1=CC=C(C=C1)OCCO)C#N)NCC (2-({(2-(4-Chlorophenyl)-1,3-thiazol-4-yl)methyl}sulfanyl)-6-(ethylamino)-4-(4-(2-hydroxy-ethoxy)phenyl)pyridine-3,5-dicarbonitrile). As a reaction SMILES: Cl[C:2]1[C:7]([C:8]#[N:9])=[C:6]([C:10]2[CH:15]=[CH:14][C:13]([O:16][CH2:17][CH2:18][OH:19])=[CH:12][CH:11]=2)[C:5]([C:20]#[N:21])=[C:4]([S:22][CH2:23][C:24]2[N:25]=[C:26]([C:29]3[CH:34]=[CH:33][C:32]([Cl:35])=[CH:31][CH:30]=3)[S:27][CH:28]=2)[N:3]=1.[CH2:36]([NH2:38])[CH3:37].O>C1COCC1>[Cl:35][C:32]1[CH:33]=[CH:34][C:29]([C:26]2[S:27][CH:28]=[C:24]([CH2:23][S:22][C:4]3[C:5]([C:20]#[N:21])=[C:6]([C:10]4[CH:11]=[CH:12][C:13]([O:16][CH2:17][CH2:18][OH:19])=[CH:14][CH:15]=4)[C:7]([C:8]#[N:9])=[C:2]([NH:38][CH2:36][CH3:37])[N:3]=3)[N:25]=2)=[CH:30][CH:31]=1. Procedure: At RT, 100 mg (0.17 mmol) of 2-chloro-6-({(2-(4-chlorophenyl)-1,3-thiazol-4-yl)methyl}sulfanyl)-4-(4-(2-hydroxyethoxy)phenyl)pyridine-3,5-dicarbonitrile (Example 2A) and 0.17 ml (0.33 mmol) of ethylamine (2M solution in THF) were stirred in 2 ml of THF for 30 min. Another 0.17 ml (0.33 mmol) of ethylamine (2M solution in THF) was then added, and the mixture was stirred at RT for 2 h. About 15 ml of water were added to the reaction mixture, and the precipitate formed was filtered off, washed with... Starting materials: NC=1SC=C(N1)C1=CC(=CC=C1)[N+](=O)[O-] (2-amino-4-(-3-nitrophenyl)thiazole), ClC1=C(C(=CC(=C1)Cl)C)S(=O)(=O)Cl (2,4-dichloro-6-methylbenzenesulfonyl chloride). Product: ClC1=C(C(=CC(=C1)Cl)C)S(=O)(=O)NC=1SC=C(N1)C1=CC(=CC=C1)[N+](=O)[O-] (2,4-Dichloro-6-methyl-N-[4-(3-nitrophenyl)-1,3-thiazol-2-yl]benzenesulfonamide), solid. As a reaction SMILES: [NH2:1][C:2]1[S:3][CH:4]=[C:5]([C:7]2[CH:12]=[CH:11][CH:10]=[C:9]([N+:13]([O-:15])=[O:14])[CH:8]=2)[N:6]=1.[Cl:16][C:17]1[CH:22]=[C:21]([Cl:23])[CH:20]=[C:19]([CH3:24])[C:18]=1[S:25](Cl)(=[O:27])=[O:26]>>[Cl:16][C:17]1[CH:22]=[C:21]([Cl:23])[CH:20]=[C:19]([CH3:24])[C:18]=1[S:25]([NH:1][C:2]1[S:3][CH:4]=[C:5]([C:7]2[CH:12]=[CH:11][CH:10]=[C:9]([N+:13]([O-:15])=[O:14])[CH:8]=2)[N:6]=1)(=[O:27])=[O:26]. Procedure: The title compound was prepared from 2-amino-4-(-3-nitrophenyl)thiazole and 2,4-dichloro-6-methylbenzenesulfonyl chloride as described in the synthetic METHOD B to give a yellow solid (27.3 mg) with purity >90%. MS (pos) m/z 444.0, 446.0. Starting materials: [Na] (sodium), C1(=CC=CC=C1)N1C(=O)N(C(=O)C(C1=O)C(C)=O)CC#C (1-phenyl-3-propargyl-5-acetyl barbituric acid). Run in CO (methanol), CO (methanol). Run at time 8 hour. Yields the product C1(=CC=CC=C1)N1C(=O)N(C(=O)C(C1=O)C(C)=O)CC#C.[Na] (sodium 1-phenyl-3-propargyl-5-acetyl-barbiturate). Reaction SMILES: [Na:1].[C:2]1([N:8]2[C:15](=[O:16])[CH:14]([C:17](=[O:19])[CH3:18])[C:12](=[O:13])[N:11]([CH2:20][C:21]#[CH:22])[C:9]2=[O:10])[CH:7]=[CH:6][CH:5]=[CH:4][CH:3]=1>CO>[C:2]1([N:8]2[C:15](=[O:16])[CH:14]([C:17](=[O:19])[CH3:18])[C:12](=[O:13])[N:11]([CH2:20][C:21]#[CH:22])[C:9]2=[O:10])[CH:3]=[CH:4][CH:5]=[CH:6][CH:7]=1.[Na:1] |f:3.4,^1:0,45|. Reported procedure: A solution of 0.23 g of sodium in 25 ml of methanol is added to a suspension of 2.84 g of 1-phenyl-3-propargyl-5-acetyl barbituric acid prepared as described in Example I, in ml of methanol. The reaction mixture is left to stand overnight while stirring, after which the methanol is evaporated. The residue is stirred with diethyl ether, sucked off and dried. The title compound (8) is obtained in a yield of 2.62 g; melting-point >260° C.